The task is: describe an organic reaction: reactants, conditions, products, and yield. This data is from the Open Reaction Database (ORD), a public repository of structured organic reaction records. Starting materials: Br, CC(=O)O, COC(=O)CCc1cc(OC)c(C(C)(C)C)cc1-c1ccc[nH]c1=O, COc1ncccc1B(O)O, c1ccc(Oc2ccccn2)nc1. Product: COc1cc(CCC(=O)O)c(-c2ccc[nH]c2=O)cc1C(C)(C)C. RXN SMILES: [BrH:37].[C:38]([OH:39])(=[O:40])[CH3:41].[CH3:12][O:13][C:14]([CH2:15][CH2:16][c:17]1[c:18](-[c:29]2[c:30](=[O:35])[nH:31][cH:32][cH:33][cH:34]2)[cH:19][c:20]([C:25]([CH3:26])([CH3:27])[CH3:28])[c:21]([O:23][CH3:24])[cH:22]1)=[O:36].[CH3:1][O:2][c:3]1[c:4]([B:5]([OH:6])[OH:7])[cH:8][cH:9][cH:10][n:11]1.[n:42]1[cH:43][cH:44][cH:45][cH:46][c:47]1[O:48][c:49]1[cH:50][cH:51][cH:52][cH:53][n:54]1>>[O:13]=[C:14]([CH2:15][CH2:16][c:17]1[c:18](-[c:29]2[c:30](=[O:35])[nH:31][cH:32][cH:33][cH:34]2)[cH:19][c:20]([C:25]([CH3:26])([CH3:27])[CH3:28])[c:21]([O:23][CH3:24])[cH:22]1)[OH:36]. Starting materials: COC1=NN(C(N1C1=C(C(=O)OC)C=CC=C1)=O)C (methyl 2-(1,5-dihydro-3-methoxy-1-methyl-5-oxo-4H-1,2,4-triazol-4-yl)benzoate), [OH-].[Na+] (sodium hydroxide), [H-].C(C(C)C)[Al+]CC(C)C (diisobutylaluminum hydride), CC(=O)C (acetone). Run in ClCCl (dichloromethane), O (water). Run at temperature -78 celsius, time 1 hour. Yields the product OCC1=C(C=CC=C1)N1C(N(N=C1OC)C)=O (2,4-dihydro-4-[2-(hydroxymethyl)phenyl]-5-methoxy-2-methyl-3H-1,2,4-triazol-3-one). Isolated yield 77.4%. RXN SMILES: [CH3:1][O:2][C:3]1[N:7]([C:8]2[CH:17]=[CH:16][CH:15]=[CH:14][C:9]=2[C:10](OC)=[O:11])[C:6](=[O:18])[N:5]([CH3:19])[N:4]=1.[H-].C([Al+]CC(C)C)C(C)C.CC(C)=O.[OH-].[Na+]>ClCCl.O>[OH:11][CH2:10][C:9]1[CH:14]=[CH:15][CH:16]=[CH:17][C:8]=1[N:7]1[C:3]([O:2][CH3:1])=[N:4][N:5]([CH3:19])[C:6]1=[O:18] |f:1.2,4.5|. Procedure details: To a solution containing 6 g of the title compound of Step C dissolved in 120 mL of dichloromethane and cooled to -78° C. under a nitrogen atmosphere was added 68.4 mL of 1.0 M of diisobutylaluminum hydride. The reaction was stirred at -78° C. for 1 h, then was allowed to warm to room temperature and was stirred overnight. The reaction was then cooled to -78° C. and 10 mL of acetone was added dropwise. To this mixture at -78° C. was added 10 mL of 1N sodium hydroxide dropwise. The reaction mixtu... Reaction conditions: temperature 100 celsius, time 4 hour. Reaction SMILES: C([NH:4][C@@H:5]([CH2:10][C:11]1[CH:16]=[CH:15][C:14]([O:17][C:18]([F:21])([F:20])[F:19])=[CH:13][CH:12]=1)[C:6]([O:8]C)=[O:7])(=O)C.[ClH:22]>>[ClH:22].[NH2:4][C@@H:5]([CH2:10][C:11]1[CH:12]=[CH:13][C:14]([O:17][C:18]([F:19])([F:20])[F:21])=[CH:15][CH:16]=1)[C:6]([OH:8])=[O:7] |f:2.3|. Isolated yield 93.0%. The reactants are C(C)(=O)N[C@H](C(=O)OC)CC1=CC=C(C=C1)OC(F)(F)F (methyl (2S)-2-(acetylamino)-3-[4-(trifluoromethoxy)phenyl]propanoate), Example 3 ( 3f ), Cl (hydrochloric acid). Product: Cl.N[C@H](C(=O)O)CC1=CC=C(C=C1)OC(F)(F)F ((2S)-2-Amino-3-[4-(trifluoromethoxy)phenyl]propanoic acid hydrochloride). Procedure details: A 6 N hydrochloric acid (330 μL) solution of methyl (2S)-2-(acetylamino)-3-[4-(trifluoromethoxy)phenyl]propanoate (29.9 mg, 0.098 mmol) prepared in Reference Example 3 (3f) was stirred at 100° C. for 4 hours. The reaction solution was cooled to room temperature and then concentrated under reduced pressure. The obtained residue was azeotroped with toluene, washed with diethyl ether, and dried under reduced pressure to give 26 mg of the title compound (white powder, yield: 93%). Reactants: C(C)OC(=O)C1=C2C=CNC2=CC=C1 (4-ethoxycarbonyl indole), CN(C)C=C[N+](=O)[O-] (dimethylamino-2-nitroethylene), ice water. Solvent: C(C)(=O)OCC(F)(F)F (trifluoroethyl acetate). Conditions: time 8 hour. Product: C(C)OC(=O)C1=C2C(=CNC2=CC=C1)C=C[N+](=O)[O-] (4-ethoxycarbonyl-3-(2-nitrovinyl)-indole). As a reaction SMILES: [CH2:1]([O:3][C:4]([C:6]1[CH:14]=[CH:13][CH:12]=[C:11]2[C:7]=1[CH:8]=[CH:9][NH:10]2)=[O:5])[CH3:2].CN([CH:18]=[CH:19][N+:20]([O-:22])=[O:21])C>C(OCC(F)(F)F)(=O)C>[CH2:1]([O:3][C:4]([C:6]1[CH:14]=[CH:13][CH:12]=[C:11]2[C:7]=1[C:8]([CH:18]=[CH:19][N+:20]([O-:22])=[O:21])=[CH:9][NH:10]2)=[O:5])[CH3:2]. Procedure details: 5 g of 4-ethoxycarbonyl indole are added to a solution of 3.1 g of dimethylamino-2-nitroethylene in 20 ml of trifluoroethyl acetate refrigerated under argon. The reaction mixture is introduced into ice water after it had been standing overnight at room temperature. The aqueous phase is repeatedly extracted with ethyl acetate. The combined ethyl acetate extracts are extracted first with sodium bicarbonate solution, then a saturated sodium chloride solution, dried and evaporated. The residue is re...